Dataset: the Open Reaction Database (ORD), a public repository of structured organic reaction records. Task: describe an organic reaction: reactants, conditions, products, and yield The reactants are CN(CCCN=C=NCC)C (1-(3-dimethylaminopropyl)-3-ethyl carbodiimide), CN1C(CC[C@@]2(C3=C(CC[C@@H]12)C=C(C=C3)C3=CC(=CC=C3)N)C)=O ((+)-(4aR)-(10bR)-4-methyl-8-(3-aminophenyl)-10b-methyl-1,2,3,4,4a,5,6,10b-octahydrobenzo[f]quinolin-3-one), N,N-dimethylaminopyridine, C(C1=CC=CC=C1)(=O)O (benzoic acid). The solvent is ClCCl (dichloromethane), ClCCl (dichloromethane). Run at time 10 minute. The product is CN1C(CC[C@@]2(C3=C(CC[C@@H]12)C=C(C=C3)C3=CC(=CC=C3)NC(C3=CC=CC=C3)=O)C)=O ((+)-(4aR)-(10bR)-4-methyl-8-(3-[benzoylamino]phenyl)-10b-methyl-1,2,3,4,4a,5,6,10b-octahydrobenzo[f]quinolin-3-one). Yield: 73.6%. RXN SMILES: [CH3:1][N:2]1[C@H:11]2[C@@:6]([CH3:23])([C:7]3[CH:15]=[CH:14][C:13]([C:16]4[CH:21]=[CH:20][CH:19]=[C:18]([NH2:22])[CH:17]=4)=[CH:12][C:8]=3[CH2:9][CH2:10]2)[CH2:5][CH2:4][C:3]1=[O:24].[C:25](O)(=[O:32])[C:26]1[CH:31]=[CH:30][CH:29]=[CH:28][CH:27]=1.CN(C)CCCN=C=NCC>ClCCl>[CH3:1][N:2]1[C@H:11]2[C@@:6]([CH3:23])([C:7]3[CH:15]=[CH:14][C:13]([C:16]4[CH:21]=[CH:20][CH:19]=[C:18]([NH:22][C:25](=[O:32])[C:26]5[CH:31]=[CH:30][CH:29]=[CH:28][CH:27]=5)[CH:17]=4)=[CH:12][C:8]=3[CH2:9][CH2:10]2)[CH2:5][CH2:4][C:3]1=[O:24]. Reported procedure: A 15 mL round bottom flask was charged with (+)-(4aR)-(10bR)-4-methyl-8-(3-aminophenyl)-10b-methyl-1,2,3,4,4a,5,6,10b-octahydrobenzo[f]quinolin-3-one (50 mg, 0.16 mmol), N,N-dimethylaminopyridine (3 mg, 0,024 mmol), benzoic acid (21 mg, 0.18 mmol), and 0.4 mL of dichloromethane. 1-(3-dimethylaminopropyl)-3-ethyl carbodiimide (EDCI) hydrochloride (120 mg, 0.64 mmol) was added in one portion, and the mixture was stirred at room temperature for 10 min. The mixture was diluted with dichloromethane, ... The reactants are C1(CC1)COC1=C(C=C(C=N1)C(C)=O)C (1-(6-(cyclopropylmethoxy)-5-methylpyridin-3-yl)ethanone), CC(C)(C)[S@@](=O)N ((R)-2-methylpropane-2-sulfinamide), Amine-1. Product: C1(CC1)COC1=C(C=C(C=N1)C(C)N[S@](=O)C(C)(C)C)C ((R)—N-(1-(6-(cyclopropylmethoxy)-5-methylpyridin-3-yl)ethyl)-2-methylpropane-2-sulfinamide). Yield: 85.0%. As a reaction SMILES: [CH:1]1([CH2:4][O:5][C:6]2[N:11]=[CH:10][C:9]([C:12](=O)[CH3:13])=[CH:8][C:7]=2[CH3:15])[CH2:3][CH2:2]1.[CH3:16][C:17]([S@:20]([NH2:22])=[O:21])([CH3:19])[CH3:18]>>[CH:1]1([CH2:4][O:5][C:6]2[N:11]=[CH:10][C:9]([CH:12]([NH:22][S@@:20]([C:17]([CH3:19])([CH3:18])[CH3:16])=[O:21])[CH3:13])=[CH:8][C:7]=2[CH3:15])[CH2:3][CH2:2]1. Procedure: The title compound is prepared in 85% yield (4.10 g, colorless oil) from 1-(6-(cyclopropylmethoxy)-5-methylpyridin-3-yl)ethanone (3.18 g, 15.5 mmol, Step-3) and (R)-2-methylpropane-2-sulfinamide (2.82 g, 23.3 mmol) in a similar manner to Step-4 of Amine-1. The reactants are C(C)(C)(C)OC(=O)N1C2(CC2)CN(CC1)C=1C2=C(N=CN1)NC=C2 (7-(7H-pyrrolo[2,3-d]pyrimidin-4-yl)-4,7-diazaspiro[2.5]octane-4-carboxylic acid tert-butyl ester), ClC1=C2C(=NC=C1)NC=C2 (4-chloro-1H-pyrrolo[2,3-b]pyridine), C(C)(C)(C)OC(=O)N1C2(CC2)CNCC1 (4,7-diaza-spiro[2.5]octane-4-carboxylic acid tert-butyl ester). Product: C1CC12NCCN(C2)C2=C1C(=NC=C2)NC=C1 (4-(4,7-Diaza-spiro[2.5]oct-7-yl)-1H-pyrrolo[2,3-b]pyridine). Reaction SMILES: C(OC([N:8]1[CH2:15][CH2:14][N:13]([C:16]2[C:17]3[CH:24]=[CH:23][NH:22][C:18]=3[N:19]=[CH:20]N=2)[CH2:12][C:9]21[CH2:11][CH2:10]2)=O)(C)(C)C.Cl[C:26]1C=CN=C2NC=CC=12.C(OC(N1CCNCC21CC2)=O)(C)(C)C>>[CH2:10]1[C:9]2([CH2:12][N:13]([C:16]3[CH:26]=[CH:20][N:19]=[C:18]4[NH:22][CH:23]=[CH:24][C:17]=34)[CH2:14][CH2:15][NH:8]2)[CH2:11]1. Reported procedure: Prepared in a sequence similar to the sequence described for intermediates 1 and 2, starting from 4-chloro-1H-pyrrolo[2,3-b]pyridine and 4,7-diaza-spiro[2.5]octane-4-carboxylic acid tert-butyl ester. The reactants are CC(C)(C)OC(=O)N1CC(COS(C)(=O)=O)C(c2ccc(OCCCOCc3ccccc3)cc2)C(OCc2ccc3ccccc3c2)C1, [H-], [Na+], CN(C)C=O, c1nc[nH]n1. Product: CC(C)(C)OC(=O)N1CC(Cn2cncn2)C(c2ccc(OCCCOCc3ccccc3)cc2)C(OCc2ccc3ccccc3c2)C1. As a reaction SMILES: [CH2:8]([c:9]1[cH:10][cH:11][cH:12][cH:13][cH:14]1)[O:15][CH2:16][CH2:17][CH2:18][O:19][c:20]1[cH:21][cH:22][c:23]([CH:26]2[CH:27]([CH2:51][O:52][S:53]([CH3:54])(=[O:55])=[O:56])[CH2:28][N:29]([C:44](=[O:45])[O:46][C:47]([CH3:48])([CH3:49])[CH3:50])[CH2:30][CH:31]2[O:32][CH2:33][c:34]2[cH:35][c:36]3[cH:37][cH:38][cH:39][cH:40][c:41]3[cH:42][cH:43]2)[cH:24][cH:25]1.[H-:6].[Na+:7].[O:57]=[CH:58][N:59]([CH3:60])[CH3:61].[nH:1]1[n:2][cH:3][n:4][cH:5]1>>[n:1]1([CH2:51][CH:27]2[CH:26]([c:23]3[cH:22][cH:21][c:20]([O:19][CH2:18][CH2:17][CH2:16][O:15][CH2:8][c:9]4[cH:10][cH:11][cH:12][cH:13][cH:14]4)[cH:25][cH:24]3)[CH:31]([O:32][CH2:33][c:34]3[cH:35][c:36]4[cH:37][cH:38][cH:39][cH:40][c:41]4[cH:42][cH:43]3)[CH2:30][N:29]([C:44](=[O:45])[O:46][C:47]([CH3:48])([CH3:49])[CH3:50])[CH2:28]2)[n:2][cH:3][n:4][cH:5]1. Reactants: Cl (hydrochloric acid), C[O-].[Na+] (Sodium methoxide), C(C1=CC=CC=C1)(=O)OC[C@H]1C[C@H]([C@@H](C[C@@H]1COC(C1=CC=CC=C1)=O)N1C2=NC=NC(=C2N=C1)N)O (9-[(1R,2R,4S,5S)-4,5-bis(benzoyloxymethyl)-2-hydroxycyclohexyl]-adenine), CO (methanol). The solvent is C1CCOC1 (THF). Reaction conditions: time 5 hour. Product: OC[C@H]1C[C@H]([C@@H](C[C@@H]1CO)N1C2=NC=NC(=C2N=C1)N)O (9-[(1R,2R,4S,5S)-4,5-bis(hydroxymethyl)-2-hydroxycyclohexyl]-adenine). Yield: 100.4%. RXN SMILES: C[O-].[Na+].C([O:12][CH2:13][C@@H:14]1[C@@H:19]([CH2:20][O:21]C(=O)C2C=CC=CC=2)[CH2:18][C@@H:17]([N:30]2[CH:38]=[N:37][C:36]3[C:31]2=[N:32][CH:33]=[N:34][C:35]=3[NH2:39])[C@H:16]([OH:40])[CH2:15]1)(=O)C1C=CC=CC=1.CO.Cl>C1COCC1>[OH:12][CH2:13][C@@H:14]1[C@@H:19]([CH2:20][OH:21])[CH2:18][C@@H:17]([N:30]2[CH:38]=[N:37][C:36]3[C:31]2=[N:32][CH:33]=[N:34][C:35]=3[NH2:39])[C@H:16]([OH:40])[CH2:15]1 |f:0.1|. Procedure: Sodium methoxide (40 mg, 0.74 mmole) was added to a solution of 9-[(1R,2R,4S,5S)-4,5-bis(benzoyloxymethyl)-2-hydroxycyclohexyl]-adenine (185 mg, 0.37 mmole) in a solvent mixture consisting of anhydrous methanol (4 ml) and anhydrous THF (4 ml) under ice cooling. After stirring the resulting mixture at room temperature for 5 hours, the reaction mixture was neutralized with dilute hydrochloric acid, and the solvent was distilled off therefrom under reduced pressure. The residue was purified by Diai... RXN SMILES: [C:1]([CH3:2])([CH3:3])([CH3:4])[O:5][C:6](=[O:7])[N:8]1[CH2:9][CH:10]([O:47][CH2:48][CH:49]([CH2:50][O:51][S:52]([c:53]2[cH:54][cH:55][c:56]([CH3:57])[cH:58][cH:59]2)(=[O:60])=[O:61])[OH:62])[CH:11]([c:28]2[cH:29][cH:30][c:31]([O:34][CH2:35][CH2:36][CH2:37][O:38][c:39]3[c:40]([C:45]#[N:46])[cH:41][cH:42][cH:43][cH:44]3)[cH:32][cH:33]2)[CH:12]([O:14][CH2:15][c:16]2[cH:17][c:18]3[cH:19][cH:20][cH:21][cH:22][c:23]3[c:24]([O:26][CH3:27])[cH:25]2)[CH2:13]1.[CH3:65][S:66]([CH3:67])=[O:68].[Na+:64].[OH-:63]>>[C:1]([CH3:2])([CH3:3])([CH3:4])[O:5][C:6](=[O:7])[N:8]1[CH2:9][CH:10]([O:47][CH2:48][CH:49]2[CH2:50][O:62]2)[CH:11]([c:28]2[cH:29][cH:30][c:31]([O:34][CH2:35][CH2:36][CH2:37][O:38][c:39]3[c:40]([C:45]#[N:46])[cH:41][cH:42][cH:43][cH:44]3)[cH:32][cH:33]2)[CH:12]([O:14][CH2:15][c:16]2[cH:17][c:18]3[cH:19][cH:20][cH:21][cH:22][c:23]3[c:24]([O:26][CH3:27])[cH:25]2)[CH2:13]1. The product is COc1cc(COC2CN(C(=O)OC(C)(C)C)CC(OCC3CO3)C2c2ccc(OCCCOc3ccccc3C#N)cc2)cc2ccccc12. Reactants: COc1cc(COC2CN(C(=O)OC(C)(C)C)CC(OCC(O)COS(=O)(=O)c3ccc(C)cc3)C2c2ccc(OCCCOc3ccccc3C#N)cc2)cc2ccccc12, CS(C)=O, [Na+], [OH-]. The reactants are BrC1=C(C=C(C=C1)Cl)[N+](=O)[O-] (1-bromo-4-chloronitrobenzene), C([O-])([O-])=O.[K+].[K+] (potassium carbonate), C(C=1C(N)=CC=CC1)(=O)O (anthranilic acid), CCCCCO (n-amyl alcohol). The reagents and catalysts are [Cu] (copper). Conditions: time 3 hour. Product: ClC1=CC(=C(C=C1)NC=1C(C(=O)O)=CC=CC1)[N+](=O)[O-] (N-(4-chloro-2-nitrophenyl)anthranilic acid). Isolated yield 83.0%. Reaction SMILES: Br[C:2]1[CH:7]=[CH:6][C:5]([Cl:8])=[CH:4][C:3]=1[N+:9]([O-:11])=[O:10].[C:12]([OH:21])(=[O:20])[C:13]1[C:14](=[CH:16][CH:17]=[CH:18][CH:19]=1)[NH2:15].CCCCCO.C(=O)([O-])[O-].[K+].[K+]>[Cu]>[Cl:8][C:5]1[CH:6]=[CH:7][C:2]([NH:15][C:14]2[C:13](=[CH:19][CH:18]=[CH:17][CH:16]=2)[C:12]([OH:21])=[O:20])=[C:3]([N+:9]([O-:11])=[O:10])[CH:4]=1 |f:3.4.5|. Procedure details: In a 3 liter, three necked round bottom flask, provided with a mechanical stirrer, reflux condenser and thermometer (to 200° C.) was placed 300 g. (1.25 m.) 1-bromo-4-chloronitrobenzene, 140 g. (1.02 m.) anthranilic acid, and 130 ml. n-amyl alcohol. The mixture was heated in an oil bath. After most of the chemicals were dissolved (80°-90° C.) the stirrer was started. Then, 1.3 gm. copper powder and 140 gm. (1.02 m.) potassium carbonate were added all at once. A yellow voluminous froth formed but... Product: O=C(Nc1c(O)cccc1[N+](=O)[O-])c1ccccc1F. Reactants: O=C(Cl)c1ccccc1F, Nc1c(O)cccc1[N+](=O)[O-], c1ccncc1. Reaction SMILES: [F:12][c:13]1[c:14]([C:15](=[O:16])[Cl:17])[cH:18][cH:19][cH:20][cH:21]1.[NH2:1][c:2]1[c:3]([OH:11])[cH:4][cH:5][cH:6][c:7]1[N+:8](=[O:9])[O-:10].[cH:22]1[cH:23][cH:24][n:25][cH:26][cH:27]1>>[NH:1]([c:2]1[c:3]([OH:11])[cH:4][cH:5][cH:6][c:7]1[N+:8](=[O:9])[O-:10])[C:15]([c:14]1[c:13]([F:12])[cH:21][cH:20][cH:19][cH:18]1)=[O:16]. Starting materials: N1=NN(C2=NC=CC=C21)O (3H-[1,2,3]triazolo[4,5-b]pyridin-3-ol), C1(CCCC1)C[C@@H](C(=O)N1N=CC[C@H]1C(=O)O)CC(=O)OC(C)(C)C ((5S)-1-{(2R)-2-(cyclopentylmethyl)-4-[(1,1-dimethylethyl)oxy]-4-oxobutanoyl}-4,5-dihydro-1H-pyrazole-5-carboxylic acid), N1=C(C=CC=C1)N (2-pyridinamine), CCN(C(C)C)C(C)C (DIPEA), C(CCl)Cl (EDC). Run in ClCCl (dichloromethane). Run at time 8 hour. Product: C1(CCCC1)C[C@H](CC(=O)OC(C)(C)C)C(N1N=CC[C@H]1C(=O)NC1=NC=CC=C1)=O (1,1-Dimethylethyl (3R)-3-(cyclopentyl methyl)-4-oxo-4-{(5S)-5-[(2-pyridinylamino)carbonyl]-4,5-dihydro-1H-pyrazol-1-yl}butanoate). Reaction SMILES: [CH:1]1([CH2:6][C@H:7]([CH2:18][C:19]([O:21][C:22]([CH3:25])([CH3:24])[CH3:23])=[O:20])[C:8]([N:10]2[C@H:14]([C:15](O)=[O:16])[CH2:13][CH:12]=[N:11]2)=[O:9])[CH2:5][CH2:4][CH2:3][CH2:2]1.[N:26]1[CH:31]=[CH:30][CH:29]=[CH:28][C:27]=1[NH2:32].CCN(C(C)C)C(C)C.N1C2C(=NC=CC=2)N(O)N=1.C(Cl)CCl>ClCCl>[CH:1]1([CH2:6][C@@H:7]([C:8](=[O:9])[N:10]2[C@H:14]([C:15]([NH:32][C:27]3[CH:28]=[CH:29][CH:30]=[CH:31][N:26]=3)=[O:16])[CH2:13][CH:12]=[N:11]2)[CH2:18][C:19]([O:21][C:22]([CH3:24])([CH3:25])[CH3:23])=[O:20])[CH2:2][CH2:3][CH2:4][CH2:5]1. Procedure details: To a 1000 ml round bottom flask under N2 was added (5S)-1-{(2R)-2-(cyclopentylmethyl)-4-[(1,1-dimethylethyl)oxy]-4-oxobutanoyl}-4,5-dihydro-1H-pyrazole-5-carboxylic acid (27.7 g, 79 mmol) in dichloromethane (DCM) (700 mL) at 0° C., followed by 2-pyridinamine (14.79 g, 157 mmol), DIPEA (68.6 mL, 393 mmol), 3H-[1,2,3]triazolo[4,5-b]pyridin-3-ol (21.40 g, 157 mmol) and EDC (30.1 g, 157 mmol). The mixture was allowed to warm up to room temperature and stirring continued overnight. LCMS showed that t...